The task is: describe an organic reaction: reactants, conditions, products, and yield. This data is from the Open Reaction Database (ORD), a public repository of structured organic reaction records. The reactants are [H-].[Al+3].[Li+].[H-].[H-].[H-] (lithium aluminum hydride), C(CCCCCCC\C=C/CCCCCCCC)OC(CN=[N+]=[N-])COCCCCCCCC\C=C/CCCCCCCC (2,3-dioleyloxypropyl azide). The solvent is ice water, O1CCCC1 (tetrahydrofuran). Run at time 30 minute. The product is C(CCCCCCC\C=C/CCCCCCCC)OC(CN)COCCCCCCCC\C=C/CCCCCCCC (2,3-dioleyloxypropylamine). The yield is 97.4%. As a reaction SMILES: [H-].[Al+3].[Li+].[H-].[H-].[H-].[CH2:7]([O:25][CH:26]([CH2:31][O:32][CH2:33][CH2:34][CH2:35][CH2:36][CH2:37][CH2:38][CH2:39][CH2:40]/[CH:41]=[CH:42]\[CH2:43][CH2:44][CH2:45][CH2:46][CH2:47][CH2:48][CH2:49][CH3:50])[CH2:27][N:28]=[N+]=[N-])[CH2:8][CH2:9][CH2:10][CH2:11][CH2:12][CH2:13][CH2:14]/[CH:15]=[CH:16]\[CH2:17][CH2:18][CH2:19][CH2:20][CH2:21][CH2:22][CH2:23][CH3:24]>O1CCCC1>[CH2:7]([O:25][CH:26]([CH2:31][O:32][CH2:33][CH2:34][CH2:35][CH2:36][CH2:37][CH2:38][CH2:39][CH2:40]/[CH:41]=[CH:42]\[CH2:43][CH2:44][CH2:45][CH2:46][CH2:47][CH2:48][CH2:49][CH3:50])[CH2:27][NH2:28])[CH2:8][CH2:9][CH2:10][CH2:11][CH2:12][CH2:13][CH2:14]/[CH:15]=[CH:16]\[CH2:17][CH2:18][CH2:19][CH2:20][CH2:21][CH2:22][CH2:23][CH3:24] |f:0.1.2.3.4.5|. Reported procedure: In 30 ml of tetrahydrofuran was suspended 75 mg (2 mmol) of lithium aluminum hydride. While this suspension was held under ice-cooling, 1.03 g (1.7 mmol) of 2,3-dioleyloxypropyl azide was added dropwise and the mixture was stirred for 30 minutes. Then, the mixture was further stirred at ambient temperature for 2 hours. At completion of the reaction, the reaction mixture was poured in ice-water and extracted with ether and the extract was washed with water, dried, and concentrated. The residue wa... Reactants: COc1ccc(-c2ccccn2)c([N+](=O)[O-])c1, CCO, [Cl-], Cl, [Na+], [OH-], O, O. Yields the product COc1ccc(-c2ccccn2)c(N)c1. RXN SMILES: [CH3:1][O:2][c:3]1[cH:4][c:5]([N+:15]([O-:16])=[O:17])[c:6](-[c:9]2[n:10][cH:11][cH:12][cH:13][cH:14]2)[cH:7][cH:8]1.[CH3:24][CH2:25][OH:26].[Cl-:20].[ClH:21].[Na+:23].[OH-:22].[OH2:18].[OH2:19]>>[CH3:1][O:2][c:3]1[cH:4][c:5]([NH2:15])[c:6](-[c:9]2[n:10][cH:11][cH:12][cH:13][cH:14]2)[cH:7][cH:8]1. Reactants: C(=O)[C@H]1CN(C[C@@H]1C1=CSC=C1)[C@@H](C(=O)OCC1=CC=C(C=C1)OC)CC1CCC1 (2-(R)-(3-(R)-formyl-4-(S)-(3-thienyl)pyrrolidin-1-yl)-3-(cyclobutyl) propanoic acid, (4-methoxy)benzyl ester), FC1=CC=C(C=C1)CCCC1CCNCC1 (4-(3-(4-fluorophenyl)propyl)piperidine), Cl (HCl). Product: FC1=CC=C(C=C1)CCCC1CCN(CC1)C[C@H]1CN(C[C@@H]1C1=CSC=C1)[C@@H](C(=O)O)CC1CCC1 (2-(R)-(3-(S)-((4-(3-(4-Fluorophenyl)propyl)piperidin-1-yl)methyl)-4-(S)-(3-thienyl)pyrrolidin-1-yl)-3-(cyclobutyl)propanoic acid). Yield: 74.6%. RXN SMILES: [CH:1]([C@@H:3]1[C@@H:7]([C:8]2[CH:12]=[CH:11][S:10][CH:9]=2)[CH2:6][N:5]([C@H:13]([CH2:26][CH:27]2[CH2:30][CH2:29][CH2:28]2)[C:14]([O:16]CC2C=CC(OC)=CC=2)=[O:15])[CH2:4]1)=O.[F:31][C:32]1[CH:37]=[CH:36][C:35]([CH2:38][CH2:39][CH2:40][CH:41]2[CH2:46][CH2:45][NH:44][CH2:43][CH2:42]2)=[CH:34][CH:33]=1.Cl>>[F:31][C:32]1[CH:33]=[CH:34][C:35]([CH2:38][CH2:39][CH2:40][CH:41]2[CH2:42][CH2:43][N:44]([CH2:1][C@@H:3]3[C@@H:7]([C:8]4[CH:12]=[CH:11][S:10][CH:9]=4)[CH2:6][N:5]([C@H:13]([CH2:26][CH:27]4[CH2:28][CH2:29][CH2:30]4)[C:14]([OH:16])=[O:15])[CH2:4]3)[CH2:45][CH2:46]2)=[CH:36][CH:37]=1. Procedure: The title compound was prepared from 21 mg (0.046 mmol) of 2-(R)-(3-(R)-formyl-4-(S)-(3-thienyl)pyrrolidin-1-yl)-3-(cyclobutyl) propanoic acid, (4-methoxy)benzyl ester (from EXAMPLE 87, Step F), 11.7 mg (0.046 mmol) of 4-(3-(4-fluorophenyl)propyl)piperidine.HCl (from EXAMPLE 96, Step B) using procedures analogous to those described in EXAMPLE 1, Step J and EXAMPLE 10, Step F to provide 17.6 mg (72%) of the title compound: RF: 0.28 (90:10:1 v/v/v CH2Cl2/MeOH/NH4OH); 1H NMR (300 MHz, CD3OD) δ 1.01... Reactants: CCO, N, CCCc1ccccc1OCCCOc1ccc2c(=O)cc(C(=O)OCC)oc2c1. Product: CCCc1ccccc1OCCCOc1ccc2c(=O)cc(C(N)=O)oc2c1. RXN SMILES: [CH3:32][CH2:33][OH:34].[NH3:1].[O:2]=[c:3]1[cH:4][c:5]([C:27]([O:29][CH2:28][CH3:30])=[O:31])[o:6][c:7]2[c:8]1[cH:9][cH:10][c:11]([O:13][CH2:14][CH2:15][CH2:16][O:17][c:18]1[c:19]([CH2:24][CH2:25][CH3:26])[cH:20][cH:21][cH:22][cH:23]1)[cH:12]2>>[NH2:1][C:27]([c:5]1[cH:4][c:3](=[O:2])[c:8]2[c:7]([o:6]1)[cH:12][c:11]([O:13][CH2:14][CH2:15][CH2:16][O:17][c:18]1[c:19]([CH2:24][CH2:25][CH3:26])[cH:20][cH:21][cH:22][cH:23]1)[cH:10][cH:9]2)=[O:29]. Reactants: CNC(CNC(=O)OCc1ccccc1)COC(=O)Nc1cc2ccccc2cn1, C1CCOC1, CCN(C(C)C)C(C)C, O=C(NCc1cccc(F)c1Cl)Oc1ccc([N+](=O)[O-])cc1. The product is CN(C(=O)NCc1cccc(F)c1Cl)C(CNC(=O)OCc1ccccc1)COC(=O)Nc1cc2ccccc2cn1. RXN SMILES: [CH2:1]([c:2]1[cH:3][cH:4][cH:5][cH:6][cH:7]1)[O:8][C:9](=[O:10])[NH:11][CH2:12][CH:13]([CH2:14][O:15][C:16]([NH:17][c:18]1[n:19][cH:20][c:21]2[cH:22][cH:23][cH:24][cH:25][c:26]2[cH:27]1)=[O:28])[NH:29][CH3:30].[CH2:62]1[O:63][CH2:64][CH2:65][CH2:66]1.[CH:53]([N:54]([CH2:55][CH3:56])[CH:57]([CH3:58])[CH3:59])([CH3:60])[CH3:61].[Cl:31][c:32]1[c:33]([CH2:34][NH:35][C:36]([O:37][c:38]2[cH:39][cH:40][c:41]([N+:42]([O-:43])=[O:44])[cH:45][cH:46]2)=[O:47])[cH:48][cH:49][cH:50][c:51]1[F:52]>>[CH2:1]([c:2]1[cH:3][cH:4][cH:5][cH:6][cH:7]1)[O:8][C:9](=[O:10])[NH:11][CH2:12][CH:13]([CH2:14][O:15][C:16]([NH:17][c:18]1[n:19][cH:20][c:21]2[cH:22][cH:23][cH:24][cH:25][c:26]2[cH:27]1)=[O:28])[N:29]([CH3:30])[C:36]([NH:35][CH2:34][c:33]1[c:32]([Cl:31])[c:51]([F:52])[cH:50][cH:49][cH:48]1)=[O:47]. The reactants are SC1=CC=C(C=C1)CC(=O)O ((4-mercapto-phenyl)-acetic acid), CO (methanol). The reagents and catalysts are S(O)(O)(=O)=O (sulfuric acid). The product is COC(CC1=CC=C(C=C1)S)=O ((4-mercapto-phenyl)-acetic acid methyl ester). Yield: 96.0%. As a reaction SMILES: [SH:1][C:2]1[CH:7]=[CH:6][C:5]([CH2:8][C:9]([OH:11])=[O:10])=[CH:4][CH:3]=1.[CH3:12]O>S(=O)(=O)(O)O>[CH3:12][O:10][C:9](=[O:11])[CH2:8][C:5]1[CH:4]=[CH:3][C:2]([SH:1])=[CH:7][CH:6]=1. Procedure details: A solution of (4-mercapto-phenyl)-acetic acid (1.00 g, 5.94 mmol) in methanol (10 mL) was treated with a catalytic amount of concentrated sulfuric acid (2 drops). The reaction was heated under reflux for 2 h. At this time, the reaction mixture was concentrated in vacuo. The residue was re-dissolved in chloroform and washed with a saturated aqueous sodium bicarbonate solution. The organic layer was dried over magnesium sulfate, filtered, and concentrated in vacuo to afford (4-mercapto-phenyl)-ace...